Dataset: the Open Reaction Database (ORD), a public repository of structured organic reaction records. Task: describe an organic reaction: reactants, conditions, products, and yield Reactants: N[C@@H]1C(N(CCC1)C1CCN(CC1)C(=O)OC(C)(C)C)=O ((S)-tert-butyl 3-amino-2-oxo-1,4′-bipiperidine-1′-carboxylate), FC1=C(C=C(C(=C1)S(=O)(=O)C)F)F (1,2,4-trifluoro-5-(methylsulfonyl)benzene), C(=O)([O-])[O-].[Na+].[Na+] (Na2CO3). The solvent is CN(C)C=O (DMF). Run at temperature 130 celsius. The product is FC1=C(C=C(C(=C1)S(=O)(=O)C)F)N[C@@H]1C(N(CCC1)C1CCN(CC1)C(=O)OC(C)(C)C)=O ((S)-tert-butyl 3-(2,5-difluoro-4-(methylsulfonyl)phenylamino)-2-oxo-1,4′-bipiperidine-1′-carboxylate). Isolated yield 72.3%. RXN SMILES: [NH2:1][C@H:2]1[CH2:7][CH2:6][CH2:5][N:4]([CH:8]2[CH2:13][CH2:12][N:11]([C:14]([O:16][C:17]([CH3:20])([CH3:19])[CH3:18])=[O:15])[CH2:10][CH2:9]2)[C:3]1=[O:21].[F:22][C:23]1[CH:28]=[C:27]([S:29]([CH3:32])(=[O:31])=[O:30])[C:26]([F:33])=[CH:25][C:24]=1F.C([O-])([O-])=O.[Na+].[Na+]>CN(C=O)C>[F:22][C:23]1[CH:28]=[C:27]([S:29]([CH3:32])(=[O:31])=[O:30])[C:26]([F:33])=[CH:25][C:24]=1[NH:1][C@H:2]1[CH2:7][CH2:6][CH2:5][N:4]([CH:8]2[CH2:9][CH2:10][N:11]([C:14]([O:16][C:17]([CH3:18])([CH3:20])[CH3:19])=[O:15])[CH2:12][CH2:13]2)[C:3]1=[O:21] |f:2.3.4|. Procedure: (S)-tert-butyl 3-amino-2-oxo-1,4′-bipiperidine-1′-carboxylate (4.0 g, 13 mmol), 1,2,4-trifluoro-5-(methylsulfonyl)benzene (Preparation C, 4.2 g, 20 mmol) and Na2CO3 (2.9 g, 27 mmol) were dissolved in DMF (30 mL) and heated at 130° C. overnight. The reaction was concentrated and purified over silica gel (25-75% EtOAc in hexanes) to afford (S)-tert-butyl 3-(2,5-difluoro-4-(methylsulfonyl)phenylamino)-2-oxo-1,4′-bipiperidine-1′-carboxylate (4.6 g, 9.4 mmol, 70% yield) as yellow solid.